From a dataset of the Open Reaction Database (ORD), a public repository of structured organic reaction records. describe an organic reaction: reactants, conditions, products, and yield The reactants are CN1C=2C(C(=NC3=C1C=CC=C3)SC)=CSC2 (4-methyl-10-(methylthio)-4H-thieno[3,4-b][1,5]benzodiazepine), C(\C=C\C(=O)O)(=O)O (fumaric acid), N1CCNCC1 (piperazine), C=1(C(=CC=CC1)C)C (xylene). The reagents and catalysts are C(C)(=O)O (acetic acid). The solvent is C(C)O (ethanol), C(C)O (ethanol). The product is C(\C=C\C(=O)O)(=O)O.CN1C=2C(C(=NC3=C1C=CC=C3)N3CCNCC3)=CSC2 (4-Methyl-10-(1-piperazinyl)-4H-thieno[3,4-b][1,5]benzodiazepine fumarate). As a reaction SMILES: [CH3:1][N:2]1[C:8]2[CH:9]=[CH:10][CH:11]=[CH:12][C:7]=2[N:6]=[C:5](SC)[C:4]2=[CH:15][S:16][CH:17]=[C:3]12.[NH:18]1[CH2:23][CH2:22][NH:21][CH2:20][CH2:19]1.C1(C)C(C)=CC=CC=1.[C:32]([OH:39])(=[O:38])/[CH:33]=[CH:34]/[C:35]([OH:37])=[O:36]>C(O)(=O)C.C(O)C>[C:32]([OH:39])(=[O:38])/[CH:33]=[CH:34]/[C:35]([OH:37])=[O:36].[CH3:1][N:2]1[C:8]2[CH:9]=[CH:10][CH:11]=[CH:12][C:7]=2[N:6]=[C:5]([N:18]2[CH2:23][CH2:22][NH:21][CH2:20][CH2:19]2)[C:4]2=[CH:15][S:16][CH:17]=[C:3]12 |f:6.7|. Reported procedure: A mixture comprising 2.6 g. of 4-methyl-10-(methylthio)-4H-thieno[3,4-b][1,5]benzodiazepine (U.S. Pat. No. 3,951,981 -- Ex. 7), 8.6 g. of piperazine, 3 drops of acetic acid and 15 ml. of xylene is stirred and refluxed for 4 hours. The reaction mixture is evaporated, washed with water and the residue is dissolved in 50 ml. of 2N acetic acid. The solution is filtered, the filtrate is made alkaline with ammonium hydroxide and extracted with benzene. The extracts are dried over magnesium sulfate, fi... Reactants: CN1CCNCC1 (1-methylpiperazine), C(=O)([O-])[O-].[K+].[K+] (K2CO3), NC=1C2=CC=CC=C2N=C2CCCC(C12)O (9-Amino-1,2,3,4-tetrahydroacridin-1-ol), O.C1(=CC=C(C=C1)S(=O)(=O)O)C (p-toluenesulfonic acid monohydrate). The solvent is C1(=CC=CC=C1)C (toluene), CCOC(=O)C (EtOAc). Yields the product CN1CCN(CC1)C1CCCC2=NC3=CC=CC=C3C(=C12)N (1-(4-Methyl-1-piperazinyl)-1,2,3,4-tetrahydro-9-acridinamine). RXN SMILES: [NH2:1][C:2]1[C:3]2[C:8]([N:9]=[C:10]3[C:15]=1[CH:14](O)[CH2:13][CH2:12][CH2:11]3)=[CH:7][CH:6]=[CH:5][CH:4]=2.[CH3:17][N:18]1[CH2:23][CH2:22][NH:21][CH2:20][CH2:19]1.O.C1(C)C=CC(S(O)(=O)=O)=CC=1.C([O-])([O-])=O.[K+].[K+]>C1(C)C=CC=CC=1.CCOC(C)=O>[CH3:17][N:18]1[CH2:23][CH2:22][N:21]([CH:14]2[C:15]3[C:10](=[N:9][C:8]4[C:3]([C:2]=3[NH2:1])=[CH:4][CH:5]=[CH:6][CH:7]=4)[CH2:11][CH2:12][CH2:13]2)[CH2:20][CH2:19]1 |f:2.3,4.5.6|. Procedure: 9-Amino-1,2,3,4-tetrahydroacridin-1-ol (5.36 g) was refluxed for 48 h in 300 ml of toluene that contained 1-methylpiperazine (5.06 g) and p-toluenesulfonic acid monohydrate (9.5 g). At the end of this time the reaction mixture was distributed between EtOAc and aqueous K2CO3 and then the combined organic phase was concentrated and the residue purified by flash chromatography (5% Et3N/EtOAc) to give, after concentration of the product-containing fractions and recrystallization from EtOAc, 2.30 g o... The reactants are CCCCN=C=O (effective_coupling_partner), C5C4CC3CC5CC(C4)(C3)C(=O)Oc2ccc1ccccc1c2 (substrate). The reagents and catalysts are dppf. Reaction conditions: temperature 80 celsius, time 24 hour. The product is CCCCNC(=O)c2ccc1ccccc1c2. The reactants are CC(=O)O, O=[N+]([O-])O, Oc1ccc(OCc2ccccc2)cc1. The product is O=[N+]([O-])c1cc(OCc2ccccc2)ccc1O. RXN SMILES: [CH3:20][C:21](=[O:22])[OH:23].[OH:16][N+:17]([O-:18])=[O:19].[c:1]1([CH2:7][O:8][c:9]2[cH:10][cH:11][c:12]([OH:15])[cH:13][cH:14]2)[cH:2][cH:3][cH:4][cH:5][cH:6]1>>[c:1]1([CH2:7][O:8][c:9]2[cH:10][c:11]([N+:17](=[O:16])[O-:18])[c:12]([OH:15])[cH:13][cH:14]2)[cH:2][cH:3][cH:4][cH:5][cH:6]1.